From a dataset of the Open Reaction Database (ORD), a public repository of structured organic reaction records. describe an organic reaction: reactants, conditions, products, and yield Starting materials: BrCC1COC2=C(O1)C=CC=C2 (2-bromomethyl-2,3-dihydrobenzo[1,4]dioxine), N1CC(CCC1)C=1C=C(C=CC1)O (3-(piperidin-3-yl)phenol), Br (HBr), KHCO3. Run in C(C)#N (acetonitrile). Product: O1C(COC2=C1C=CC=C2)CN2CC(CCC2)C=2C=C(C=CC2)O (3-[1-(2,3-Dihydrobenzo[1,4]dioxin-2-ylmethyl)piperidin-3-yl]phenol). RXN SMILES: Br[CH2:2][CH:3]1[O:8][C:7]2[CH:9]=[CH:10][CH:11]=[CH:12][C:6]=2[O:5][CH2:4]1.[NH:13]1[CH2:18][CH2:17][CH2:16][CH:15]([C:19]2[CH:20]=[C:21]([OH:25])[CH:22]=[CH:23][CH:24]=2)[CH2:14]1.Br>C(#N)C>[O:8]1[C:7]2[CH:9]=[CH:10][CH:11]=[CH:12][C:6]=2[O:5][CH2:4][CH:3]1[CH2:2][N:13]1[CH2:18][CH2:17][CH2:16][CH:15]([C:19]2[CH:20]=[C:21]([OH:25])[CH:22]=[CH:23][CH:24]=2)[CH2:14]1. Procedure details: A mixture of 2-bromomethyl-2,3-dihydrobenzo[1,4]dioxine (54 mg, 0.24 mmol), 3-(piperidin-3-yl)phenol.HBr (60 mg, 0.23 mmol) and KHCO3 (84 mg, 0.84 mmol) in acetonitrile (2 mL) was heated in a microwave reactor at 160° C. for 5.5 h. The mixture was absorbed on silica and purified by flash chromatography using a gradient of DCM and MeOH (1% triethylamine) as eluent to give 74 mg of the title compound.